Dataset: the Open Reaction Database (ORD), a public repository of structured organic reaction records. Task: describe an organic reaction: reactants, conditions, products, and yield The yield is 85.4%. Reported procedure: In a manner similar to that of Example 1(f), by reacting 300 mg (0.9 mmol) of N-ethyl-N-(4′-formyl-biphenyl-3-ylmethyl)benzamide with 100 mg (0.9 mmol) of 2,4-thiazolidine dione, 340 mg (88%) of the expected product are obtained. Product: O=C1SC(C(N1)=O)=CC1=CC=C(C=C1)C1=CC(=CC=C1)CN(C(C1=CC=CC=C1)=O)CC (N-[4′-(2,4-Dioxothiazolidin-5-ylidenemethyl)-biphenyl-3-ylmethyl]-N-ethylbenzamide). The reactants are C(C)N(C(C1=CC=CC=C1)=O)CC=1C=C(C=CC1)C1=CC=C(C=C1)C=O (N-ethyl-N-(4′-formyl-biphenyl-3-ylmethyl)benzamide), S1C(NC(C1)=O)=O (2,4-thiazolidine dione). As a reaction SMILES: [CH2:1]([N:3]([CH2:12][C:13]1[CH:14]=[C:15]([C:19]2[CH:24]=[CH:23][C:22]([CH:25]=O)=[CH:21][CH:20]=2)[CH:16]=[CH:17][CH:18]=1)[C:4](=[O:11])[C:5]1[CH:10]=[CH:9][CH:8]=[CH:7][CH:6]=1)[CH3:2].[S:27]1[CH2:31][C:30](=[O:32])[NH:29][C:28]1=[O:33]>>[O:33]=[C:28]1[NH:29][C:30](=[O:32])[C:31](=[CH:25][C:22]2[CH:21]=[CH:20][C:19]([C:15]3[CH:16]=[CH:17][CH:18]=[C:13]([CH2:12][N:3]([CH2:1][CH3:2])[C:4](=[O:11])[C:5]4[CH:6]=[CH:7][CH:8]=[CH:9][CH:10]=4)[CH:14]=3)=[CH:24][CH:23]=2)[S:27]1. Reactants: BrC=1C(=CC(=C(C1)C)F)[N+](=O)[O-] (5-bromo-2-fluoro-4-nitrotoluene). The reagents and catalysts are [Fe] (Iron). Solvent: C(C)(=O)O (acetic acid). Reaction conditions: temperature 70 celsius, time 3 hour. Product: BrC1=C(N)C=C(C(=C1)C)F (2-Bromo-5-fluoro-4-methylaniline). The yield is 93.4%. As a reaction SMILES: [Br:1][C:2]1[C:3]([N+:10]([O-])=O)=[CH:4][C:5]([F:9])=[C:6]([CH3:8])[CH:7]=1>C(O)(=O)C.[Fe]>[Br:1][C:2]1[CH:7]=[C:6]([CH3:8])[C:5]([F:9])=[CH:4][C:3]=1[NH2:10]. Reported procedure: Iron powder (18.5 g) was added to a solution of 5-bromo-2-fluoro-4-nitrotoluene (9.7 g) in acetic acid (30 ml), and the mixture was stirred at 70° C. for 3 hours. The catalyst was removed by filtration through Celite, and the filtrate was washed with chloroform. The solvent and the like in the filtrate were distilled off under reduced pressure. The residue was subjected to column chromatography on silica gel to conduct elution with chloroform, thereby obtaining the title compound (7.9 g) as a re... Starting materials: NCC(CNC1=CC(=NC2=CC=C(C=C12)Cl)N1CC2=C(CCC1)C=CC=C2)O (1-amino-3-{6-chloro-[2-(1,3,4,5-tetrahydro-2H-2-benzazepin-2-yl)quinolin-4-yl]amino}propan-2-ol), C(CN)N (ethane-1,2-diamine), NCC(CNC1=CC(=NC2=CC=CC=C12)N1CC2=C(CCC1)C=CC=C2)O (1-amino-3-{[2-(1,3,4,5-tetrahydro-2H-2-benzazepin-2-yl)quinolin-4-yl]amino}propan-2-ol), C1NCCCC2=C1C=CC=C2 (2,3,4,5-tetrahydro-1H-2-benzazepine), NCC(CN)O (1,3-diamino-propan-2-ol). Yields the product NC=1OC(CN1)CNC1=CC(=NC2=CC=C(C=C12)Cl)N1CC2=C(CCC1)C=CC=C2 (N-[(2-Amino-4,5-dihydro-1,3-oxazol-5-yl)methyl]-6-chloro-2-(1,3,4,5-tetrahydro-2H-2-benzazepin-2-yl)quinolin-4-amine). RXN SMILES: [NH2:1][CH2:2][CH:3]([OH:28])[CH2:4][NH:5][C:6]1[C:15]2[C:10](=[CH:11][CH:12]=[C:13]([Cl:16])[CH:14]=2)[N:9]=[C:8]([N:17]2[CH2:23][CH2:22][CH2:21][C:20]3[CH:24]=[CH:25][CH:26]=[CH:27][C:19]=3[CH2:18]2)[CH:7]=1.[CH2:29]1C2C=CC=CC=2CCC[NH:30]1.NCC(O)CN.C(N)CN.NCC(O)CNC1C2C(=CC=CC=2)N=C(N2CCCC3C=CC=CC=3C2)C=1>>[NH2:30][C:29]1[O:28][CH:3]([CH2:4][NH:5][C:6]2[C:15]3[C:10](=[CH:11][CH:12]=[C:13]([Cl:16])[CH:14]=3)[N:9]=[C:8]([N:17]3[CH2:23][CH2:22][CH2:21][C:20]4[CH:24]=[CH:25][CH:26]=[CH:27][C:19]=4[CH2:18]3)[CH:7]=2)[CH2:2][N:1]=1. Reported procedure: The title compound was prepared in analogy to Example 9-1 by using 1-amino-3-{6-chloro-[2-(1,3,4,5-tetrahydro-2H-2-benzazepin-2-yl)quinolin-4-yl]amino}propan-2-ol [It was prepared in Scheme 1 by using 2,3,4,5-tetrahydro-1H-2-benzazepine (commercial available) and 1,3-diamino-propan-2-ol (commercial available) instead of 7-bromo-2,3,4,5-tetrahydro-1H-2-benzazepine and ethane-1,2-diamine respectively.] instead of 1-amino-3-{[2-(1,3,4,5-tetrahydro-2H-2-benzazepin-2-yl)quinolin-4-yl]amino}propan-2-o...